This data is from the Open Reaction Database (ORD), a public repository of structured organic reaction records. The task is: describe an organic reaction: reactants, conditions, products, and yield Product: C1(=CC=CC2=CC=CC=C12)[C@@H](C)NC[C@H]1CN(C[C@@H]1C1=CC=CC=C1)C(=O)C1=CC=C(OCC(=O)OCC)C=C1 (ethyl (4-{[(3S,4S)-3-({[(1R)-1-(1-naphthyl)ethyl]amino}methyl)-4-phenylpyrrolidin-1-yl]carbonyl}phenoxy)acetate). The reactants are C(C)(C)(C)C(=O)N([C@H](C)C1=CC=CC2=CC=CC=C12)C[C@H]1CN(C[C@@H]1C1=CC=CC=C1)C(=O)C1=CC=C(OCC(=O)OCC)C=C1 (ethyl (4-{[(3R,4S)-3-({(tert-butylcarbonyl)[(1R)-1-(1-naphthyl)ethyl]amino}methyl)-4-phenylpyrrolidin-1-yl]carbonyl}phenoxy)acetate), Cl.O1CCOCC1 (hydrogen chloride 1,4-dioxane). Reaction SMILES: C(C([N:7]([CH2:20][C@@H:21]1[C@@H:25]([C:26]2[CH:31]=[CH:30][CH:29]=[CH:28][CH:27]=2)[CH2:24][N:23]([C:32]([C:34]2[CH:46]=[CH:45][C:37]([O:38][CH2:39][C:40]([O:42][CH2:43][CH3:44])=[O:41])=[CH:36][CH:35]=2)=[O:33])[CH2:22]1)[C@@H:8]([C:10]1[C:19]2[C:14](=[CH:15][CH:16]=[CH:17][CH:18]=2)[CH:13]=[CH:12][CH:11]=1)[CH3:9])=O)(C)(C)C.Cl.O1CCOCC1>O1CCOCC1>[C:10]1([C@H:8]([NH:7][CH2:20][C@@H:21]2[C@@H:25]([C:26]3[CH:31]=[CH:30][CH:29]=[CH:28][CH:27]=3)[CH2:24][N:23]([C:32]([C:34]3[CH:35]=[CH:36][C:37]([O:38][CH2:39][C:40]([O:42][CH2:43][CH3:44])=[O:41])=[CH:45][CH:46]=3)=[O:33])[CH2:22]2)[CH3:9])[C:19]2[C:14](=[CH:15][CH:16]=[CH:17][CH:18]=2)[CH:13]=[CH:12][CH:11]=1 |f:1.2|. The solvent is O1CCOCC1 (1,4-dioxane). The yield is 76.2%. Procedure: A mixed solution of 264 mg of ethyl (4-{[(3R,4S)-3-({(tert-butylcarbonyl)[(1R)-1-(1-naphthyl)ethyl]amino}methyl)-4-phenylpyrrolidin-1-yl]carbonyl}phenoxy)acetate and 3.0 ml of 1,4-dioxane was mixed with 1.0 ml of 4 M hydrogen chloride/1,4-dioxane and stirred at room temperature for 24Hours. The reaction solution was concentrated under a reduced pressure, and the residue was purified by a silica gel column chromatography (chloroform-methanol) to obtain 174 mg of ethyl (4-{[(3S,4S)-3-({[(1R)-1-(1-... The reactants are CC1=CC=C(C=C1)S(=O)(=O)OC1CCN(CC1)C(=O)OC(C)(C)C (tert-butyl 4-{[(4-methylphenyl)sulfonyl]oxy}piperidine-1-carboxylate), CC1=CC=C(C=C1)S(=O)(=O)OC1CCN(CC1)C(=O)OC(C)(C)C (tert-butyl 4-{[(4-methylphenyl)sulfonyl]oxy}piperidine-1-carboxylate), COC1=CC=C(C=2CC3(CCCC3)OC21)C=2C(C(NN2)=O)(C)C (5-(7-methoxy-3H-spiro[1-benzofuran-2,1′-cyclopentan]-4-yl)-4,4-dimethyl-2,4-dihydro-3H-pyrazol-3-one), COC1=CC=C(C=2CC3(CCCC3)OC21)C=2C(C(NN2)=O)(C)C (5-(7-methoxy-3H-spiro[1-benzofuran-2,1′-cyclopentan]-4-yl)-4,4-dimethyl-2,4-dihydro-3H-pyrazol-3-one). Product: hydrochloride salt, COC1=CC=C(C=2CC3(CCCC3)OC21)C=2C(C(N(N2)C2CCNCC2)=O)(C)C (5-(7-methoxy-3H-spiro[1-benzofuran-2,1′-cyclopentan]-4-yl)-4,4-dimethyl-2-piperidin-4-yl-2,4-dihydro-3H-pyrazol-3-one). Reaction SMILES: [CH3:1][O:2][C:3]1[C:15]2[O:14][C:9]3([CH2:13][CH2:12][CH2:11][CH2:10]3)[CH2:8][C:7]=2[C:6]([C:16]2[C:17]([CH3:23])([CH3:22])[C:18](=[O:21])[NH:19][N:20]=2)=[CH:5][CH:4]=1.CC1C=CC(S(O[CH:35]2[CH2:40][CH2:39][N:38](C(OC(C)(C)C)=O)[CH2:37][CH2:36]2)(=O)=O)=CC=1>>[CH3:1][O:2][C:3]1[C:15]2[O:14][C:9]3([CH2:10][CH2:11][CH2:12][CH2:13]3)[CH2:8][C:7]=2[C:6]([C:16]2[C:17]([CH3:23])([CH3:22])[C:18](=[O:21])[N:19]([CH:35]3[CH2:40][CH2:39][NH:38][CH2:37][CH2:36]3)[N:20]=2)=[CH:5][CH:4]=1. Procedure details: Prepared analogously as described for the example B1 (Alternative 1) using 5-(7-methoxy-3H-spiro[1-benzofuran-2,1′-cyclopentan]-4-yl)-4,4-dimethyl-2,4-dihydro-3H-pyrazol-3-one (compound C6) and tert-butyl 4-(Toluene-4-sulfonyloxy)-piperidine-1-carboxylate (compound E1) as starting compounds resulting in the hydrochloride salt of the title compound. (compound B6*HCl) Reactants: CC(=O)c1cn(-c2c(Cl)cc(C(F)(F)F)cc2Cl)nc1C#N, Cc1ccccc1, [Na+], [Na+], O=S(=O)([O-])[O-], C1CCOC1. The product is C=C(C)c1cn(-c2c(Cl)cc(C(F)(F)F)cc2Cl)nc1C#N. Reaction SMILES: [C:1]([CH3:2])(=[O:3])[c:4]1[c:5]([C:21]#[N:22])[n:6][n:7](-[c:9]2[c:10]([Cl:20])[cH:11][c:12]([C:16]([F:17])([F:18])[F:19])[cH:13][c:14]2[Cl:15])[cH:8]1.[CH3:35][c:36]1[cH:37][cH:38][cH:39][cH:40][cH:41]1.[Na+:23].[Na+:24].[O-:25][S:26](=[O:27])(=[O:28])[O-:29].[O:30]1[CH2:31][CH2:34][CH2:33][CH2:32]1>>[C:1](=[CH2:2])([c:4]1[c:5]([C:21]#[N:22])[n:6][n:7](-[c:9]2[c:10]([Cl:20])[cH:11][c:12]([C:16]([F:17])([F:18])[F:19])[cH:13][c:14]2[Cl:15])[cH:8]1)[CH3:31].